This data is from the Open Reaction Database (ORD), a public repository of structured organic reaction records. The task is: describe an organic reaction: reactants, conditions, products, and yield Starting materials: CC1=NOC(=C1C=1C(=NN(C1C=O)C)C1=CC=C(C=C1)OC)C (4-(3,5-dimethylisoxazol-4-yl)-3-(4-methoxyphenyl)-1-methyl-1H-pyrazole-5-carbaldehyde), [Li+].[BH4-] (LiBH4), S(C)C (Me2S). Run in C(C)OCC (diethyl ether). Product: CC1=NOC(=C1C=1C(=NN(C1CO)C)C1=CC=C(C=C1)O)C (4-(4-(3,5-dimethylisoxazol-4-yl)-5-(hydroxymethyl)-1-methyl-1H-pyrazol-3-yl)phenol). Yield: 69.2%. RXN SMILES: [CH3:1][C:2]1[C:6]([C:7]2[C:8]([C:15]3[CH:20]=[CH:19][C:18]([O:21]C)=[CH:17][CH:16]=3)=[N:9][N:10]([CH3:14])[C:11]=2[CH:12]=[O:13])=[C:5]([CH3:23])[O:4][N:3]=1.[Li+].[BH4-].S(C)C>C(OCC)C>[CH3:1][C:2]1[C:6]([C:7]2[C:8]([C:15]3[CH:20]=[CH:19][C:18]([OH:21])=[CH:17][CH:16]=3)=[N:9][N:10]([CH3:14])[C:11]=2[CH2:12][OH:13])=[C:5]([CH3:23])[O:4][N:3]=1 |f:1.2|. Procedure: To a solution of 4-(3,5-dimethylisoxazol-4-yl)-3-(4-methoxyphenyl)-1-methyl-1H-pyrazole-5-carbaldehyde (4.1 mg, 0.013 mmol) in diethyl ether (3 mL) was added LiBH4 (12 mg, 0.55 mmol) and stirred at room temperature over night. The reaction was then quenched with water and extracted with EtOAc, filtered through a phase separator and concentrated. To the raw product in DCM (1 mL) was added BF3.Me2S (1 M solution in DCM, 0.2 mL, 0.2 mmol) and stirred over night at room temperature. The formed preci...